Dataset: the Open Reaction Database (ORD), a public repository of structured organic reaction records. Task: describe an organic reaction: reactants, conditions, products, and yield Starting materials: O=C([O-])[O-], CN(C)C=O, COc1cc2c(Oc3cc(C)c(C)cc3C(C)=O)ccnc2cc1OCCCl, [K+], [K+], O, c1c[nH]cn1. Product: COc1cc2c(Oc3cc(C)c(C)cc3C(C)=O)ccnc2cc1OCCn1ccnc1. As a reaction SMILES: [C:34](=[O:35])([O-:36])[O-:37].[CH3:41][N:42]([CH3:43])[CH:44]=[O:45].[Cl:1][CH2:2][CH2:3][O:4][c:5]1[c:6]([O:27][CH3:28])[cH:7][c:8]2[c:9]([O:15][c:16]3[c:17]([C:24]([CH3:25])=[O:26])[cH:18][c:19]([CH3:23])[c:20]([CH3:22])[cH:21]3)[cH:10][cH:11][n:12][c:13]2[cH:14]1.[K+:38].[K+:39].[OH2:40].[nH:29]1[cH:30][n:31][cH:32][cH:33]1>>[CH2:2]([CH2:3][O:4][c:5]1[c:6]([O:27][CH3:28])[cH:7][c:8]2[c:9]([O:15][c:16]3[c:17]([C:24]([CH3:25])=[O:26])[cH:18][c:19]([CH3:23])[c:20]([CH3:22])[cH:21]3)[cH:10][cH:11][n:12][c:13]2[cH:14]1)[n:29]1[cH:30][n:31][cH:32][cH:33]1. Starting materials: CCO, Cl, CN1CCN(c2ccc([N+](=O)[O-])c(N)c2F)CC1, NO, c1ccncc1. Yields the product CN1CCN(c2ccc(N)c(N)c2F)CC1. RXN SMILES: [CH3:28][CH2:29][OH:30].[ClH:21].[F:1][c:2]1[c:3]([NH2:18])[c:4]([N+:15]([O-:16])=[O:17])[cH:5][cH:6][c:7]1[N:8]1[CH2:9][CH2:10][N:11]([CH3:14])[CH2:12][CH2:13]1.[NH2:19][OH:20].[cH:22]1[cH:23][cH:24][n:25][cH:26][cH:27]1>>[F:1][c:2]1[c:3]([NH2:18])[c:4]([NH2:15])[cH:5][cH:6][c:7]1[N:8]1[CH2:9][CH2:10][N:11]([CH3:14])[CH2:12][CH2:13]1. Starting materials: CC(C)(C)OC(=O)NN, CCN=C=NCCCN(C)C, COc1cc(C(=O)N2CCC3(CC2)CC(=O)c2cc(C(=O)O)ccc2O3)nc2c(OC)cccc12, CCOC(C)=O, CN(C)C=O, On1nnc2ccccc21. Yields the product COc1cc(C(=O)N2CCC3(CC2)CC(=O)c2cc(C(=O)NNC(=O)OC(C)(C)C)ccc2O3)nc2c(OC)cccc12. As a reaction SMILES: [C:12](=[O:13])([O:14][C:15]([CH3:16])([CH3:17])[CH3:18])[NH:19][NH2:20].[CH3:1][CH2:2][N:3]=[C:4]=[N:5][CH2:6][CH2:7][CH2:8][N:9]([CH3:10])[CH3:11].[CH3:31][O:32][c:33]1[cH:34][c:35]([C:45](=[O:46])[N:47]2[CH2:48][CH2:49][C:50]3([O:51][c:52]4[cH:53][cH:54][c:55]([C:61](=[O:62])[OH:63])[cH:56][c:57]4[C:58](=[O:60])[CH2:59]3)[CH2:64][CH2:65]2)[n:36][c:37]2[c:38]([O:43][CH3:44])[cH:39][cH:40][cH:41][c:42]12.[CH3:66][CH2:67][O:68][C:69](=[O:70])[CH3:71].[O:72]=[CH:73][N:74]([CH3:75])[CH3:76].[OH:21][n:22]1[c:23]2[c:24]([cH:25][cH:26][cH:27][cH:28]2)[n:29][n:30]1>>[C:12](=[O:13])([O:14][C:15]([CH3:16])([CH3:17])[CH3:18])[NH:19][NH:20][C:61]([c:55]1[cH:54][cH:53][c:52]2[c:57]([cH:56]1)[C:58](=[O:60])[CH2:59][C:50]1([CH2:49][CH2:48][N:47]([C:45]([c:35]3[cH:34][c:33]([O:32][CH3:31])[c:42]4[c:37]([n:36]3)[c:38]([O:43][CH3:44])[cH:39][cH:40][cH:41]4)=[O:46])[CH2:65][CH2:64]1)[O:51]2)=[O:62].